Task: describe an organic reaction: reactants, conditions, products, and yield. Dataset: the Open Reaction Database (ORD), a public repository of structured organic reaction records Reactants: CC(C)(O)c1ccc2c(c1)C(=CCCBr)c1cccnc1CO2, CC(C)O, CCN(c1ccc(Cl)cc1)C1CCNCC1, [I-], [K+], Cc1cccc(C)n1. The product is CCN(c1ccc(Cl)cc1)C1CCN(CCC=C2c3cc(C(C)(C)O)ccc3OCc3ncccc32)CC1. As a reaction SMILES: [Br:27][CH2:28][CH2:29][CH:30]=[C:31]1[c:32]2[c:33]([cH:42][cH:43][c:44]([C:46]([CH3:47])([CH3:48])[OH:49])[cH:45]2)[O:34][CH2:35][c:36]2[c:37]1[cH:38][cH:39][cH:40][n:41]2.[CH:50]([OH:51])([CH3:52])[CH3:53].[Cl:1][c:2]1[cH:3][cH:4][c:5]([N:8]([CH:9]2[CH2:10][CH2:11][NH:12][CH2:13][CH2:14]2)[CH2:15][CH3:16])[cH:6][cH:7]1.[I-:26].[K+:25].[n:17]1[c:18]([CH3:19])[cH:20][cH:21][cH:22][c:23]1[CH3:24]>>[Cl:1][c:2]1[cH:3][cH:4][c:5]([N:8]([CH:9]2[CH2:10][CH2:11][N:12]([CH2:28][CH2:29][CH:30]=[C:31]3[c:32]4[c:33]([cH:42][cH:43][c:44]([C:46]([CH3:47])([CH3:48])[OH:49])[cH:45]4)[O:34][CH2:35][c:36]4[c:37]3[cH:38][cH:39][cH:40][n:41]4)[CH2:13][CH2:14]2)[CH2:15][CH3:16])[cH:6][cH:7]1. Reactants: Cl (hydrochloric acid), aqueous solution, [OH-].[K+] (potassium hydroxide), COC1=C(C(=C(C=C1)C(CCC1=CC=C(C=C1)OC)=O)OCC(=O)OC)CCC(C)C (1-(4-methoxy-2-methoxycarbonylmethoxy-3-isopentylphenyl)-3-(4-methoxyphenyl)-1-propanone). Run in CO (methanol). Reaction conditions: time 30 minute. The product is C(=O)(O)COC1=C(C=CC(=C1CCC(C)C)OC)C(CCC1=CC=C(C=C1)OC)=O (1-(carboxymethoxy-4-methoxy-3-isopentylphenyl)-3-(4-methoxyphenyl)-1-propanone). Isolated yield 95.4%. As a reaction SMILES: [CH3:1][O:2][C:3]1[CH:8]=[CH:7][C:6]([C:9](=[O:20])[CH2:10][CH2:11][C:12]2[CH:17]=[CH:16][C:15]([O:18][CH3:19])=[CH:14][CH:13]=2)=[C:5]([O:21][CH2:22][C:23]([O:25]C)=[O:24])[C:4]=1[CH2:27][CH2:28][CH:29]([CH3:31])[CH3:30].[OH-].[K+].Cl>CO>[C:23]([CH2:22][O:21][C:5]1[C:4]([CH2:27][CH2:28][CH:29]([CH3:30])[CH3:31])=[C:3]([O:2][CH3:1])[CH:8]=[CH:7][C:6]=1[C:9](=[O:20])[CH2:10][CH2:11][C:12]1[CH:17]=[CH:16][C:15]([O:18][CH3:19])=[CH:14][CH:13]=1)([OH:25])=[O:24] |f:1.2|. Procedure: Then, 14.2 g of 1-(4-methoxy-2-methoxycarbonylmethoxy-3-isopentylphenyl)-3-(4-methoxyphenyl)-1-propanone was dissolved in 80 ml of methanol, and 100 ml of a 5% aqueous solution of potassium hydroxide was added to the solution and the mixture was stirred at room temperature for 30 minutes. After the reaction, the reaction mixture was made acidic by dilute hydrochloric acid and extracted with diethyl ether. The solvent was removed from the diethyl ether layer by distillation to obtain 13.1 g (yiel...